From a dataset of the Open Reaction Database (ORD), a public repository of structured organic reaction records. describe an organic reaction: reactants, conditions, products, and yield Reactants: FC=1C=C(C(=O)NC2=CC=C(C3=CC=CC=C23)OC2=NC(=NC=C2)S(=O)(=O)C)C=C(C1)N1CCCCC1 (3-fluoro-N-[4-(2-methanesulfonyl-pyrimidin-4-yloxy)-naphthalen-1-yl]-5-piperidin-1-yl-benzamide), N1(CCCC1)CCN (2-pyrrolidin-1-yl-ethylamine). The product is FC=1C=C(C(=O)NC2=CC=C(C3=CC=CC=C23)OC2=NC(=NC=C2)NCCN2CCCC2)C=C(C1)N1CCCCC1 (3-Fluoro-5-piperidin-1-yl-N-[4-({2-[(2-pyrrolidin-1-ylethyl)amino]pyrimidin-4-yl}oxy)-1-naphthyl]benzamide). RXN SMILES: [F:1][C:2]1[CH:3]=[C:4]([CH:29]=[C:30]([N:32]2[CH2:37][CH2:36][CH2:35][CH2:34][CH2:33]2)[CH:31]=1)[C:5]([NH:7][C:8]1[C:17]2[C:12](=[CH:13][CH:14]=[CH:15][CH:16]=2)[C:11]([O:18][C:19]2[CH:24]=[CH:23][N:22]=[C:21](S(C)(=O)=O)[N:20]=2)=[CH:10][CH:9]=1)=[O:6].[N:38]1([CH2:43][CH2:44][NH2:45])[CH2:42][CH2:41][CH2:40][CH2:39]1>>[F:1][C:2]1[CH:3]=[C:4]([CH:29]=[C:30]([N:32]2[CH2:37][CH2:36][CH2:35][CH2:34][CH2:33]2)[CH:31]=1)[C:5]([NH:7][C:8]1[C:17]2[C:12](=[CH:13][CH:14]=[CH:15][CH:16]=2)[C:11]([O:18][C:19]2[CH:24]=[CH:23][N:22]=[C:21]([NH:45][CH2:44][CH2:43][N:38]3[CH2:42][CH2:41][CH2:40][CH2:39]3)[N:20]=2)=[CH:10][CH:9]=1)=[O:6]. Procedure details: Compound is prepared from 3-fluoro-N-[4-(2-methanesulfonyl-pyrimidin-4-yloxy)-naphthalen-1-yl]-5-piperidin-1-yl-benzamide and 2-pyrrolidin-1-yl-ethylamine according to conditions described in general procedure C. Mp: 92-94° C.; 1H NMR (400 MHz, DMSO-d6) δ 1.58 (m, 10 H), 2.20-2.47 (m, 6 H), 2.91 (bs, 2 H), 3.27 (s, 4 H), 6.20-6.32 (m, 1 H), 6.94-6.98 (m, 2 H), 7.15 (d, J=8.4 Hz, 1 H), 7.37 (d, J=8.0 Hz, 1 H), 7.43 (s, 1 H), 7.51-7.61 (m, 3 H), 7.78-7.80 (m, 1 H), 7.96 (d, J=7.3 Hz, 1 H), 8.21 (s... RXN SMILES: [Br:2][c:3]1[cH:4][c:5]2[c:6]([n:7]([CH:13]([CH3:14])[CH3:15])[c:8]([CH2:10][CH2:11][Cl:12])[n:9]2)[c:16]2[cH:17][cH:18][cH:19][cH:20][c:21]12.[CH3:38][CH2:39][OH:40].[ClH:1].[F:22][C:23]([c:24]1[cH:25][c:26]([N:30]2[CH2:31][CH2:32][NH:33][CH2:34][CH2:35]2)[cH:27][cH:28][cH:29]1)([F:36])[F:37]>>[Br:2][c:3]1[cH:4][c:5]2[c:6]([n:7]([CH:13]([CH3:14])[CH3:15])[c:8]([CH2:10][CH2:11][N:33]3[CH2:32][CH2:31][N:30]([c:26]4[cH:25][c:24]([C:23]([F:22])([F:36])[F:37])[cH:29][cH:28][cH:27]4)[CH2:35][CH2:34]3)[n:9]2)[c:16]2[cH:17][cH:18][cH:19][cH:20][c:21]12. Yields the product CC(C)n1c(CCN2CCN(c3cccc(C(F)(F)F)c3)CC2)nc2cc(Br)c3ccccc3c21. Starting materials: CC(C)n1c(CCCl)nc2cc(Br)c3ccccc3c21, CCO, Cl, FC(F)(F)c1cccc(N2CCNCC2)c1.